This data is from the Open Reaction Database (ORD), a public repository of structured organic reaction records. The task is: describe an organic reaction: reactants, conditions, products, and yield Reactants: C(CCCCCCCC)(=O)O (nonanoic acid), BrBr (bromine), P(Cl)(Cl)Cl (phosphorous trichloride). Solvent: C(C)(=O)OCC (ethyl acetate). Product: BrC(C(=O)O)CCCCCCC (2-Bromo-nonanoic acid). The yield is 90.4%. Reaction SMILES: [C:1]([OH:11])(=[O:10])[CH2:2][CH2:3][CH2:4][CH2:5][CH2:6][CH2:7][CH2:8][CH3:9].[Br:12]Br.P(Cl)(Cl)Cl>C(OCC)(=O)C>[Br:12][CH:2]([CH2:3][CH2:4][CH2:5][CH2:6][CH2:7][CH2:8][CH3:9])[C:1]([OH:11])=[O:10]. Procedure: To a mixture of nonanoic acid (20 g, 126 mmol) and bromine (24.3 g 152 mmol) was added phosphorous trichloride (5.2 g, 38 mmol) slowly over 0.5 hour. The mixture was refluxed for 3 days and then diluted with ethyl acetate (200 mL). The organic phase was washed with aqueous saturated NaHSO3 (3×), separated, dried over anhydrous sodium sulfate, and the solvent removed in vacuo to yield 27.0 g of the title compound as a brown oil. 1H NMR (CDCl3, 60 MHz) δ0.70 (m, 3H), 1.20 (m, 9H), 1.90 (m, 3H), 4.... The reactants are CC(C)(C)OC(=O)N1CCC(N)CC1, COCCOC, Clc1cc(Cl)c2ccccc2n1, CC(=O)[O-], CC(=O)[O-], [Pd+2]. The product is CC(C)(C)OC(=O)N1CCC(Nc2cc(Cl)c3ccccc3n2)CC1. Reaction SMILES: [C:13]([CH3:14])([CH3:15])([CH3:16])[O:17][C:18](=[O:19])[N:20]1[CH2:21][CH2:22][CH:23]([NH2:26])[CH2:24][CH2:25]1.[CH2:27]([CH2:28][O:29][CH3:30])[O:31][CH3:32].[Cl:1][c:2]1[n:3][c:4]2[cH:5][cH:6][cH:7][cH:8][c:9]2[c:10]([Cl:12])[cH:11]1.[O-:34][C:35]([CH3:36])=[O:37].[O-:38][C:39]([CH3:40])=[O:41].[Pd+2:33]>>[c:2]1([NH:26][CH:23]2[CH2:22][CH2:21][N:20]([C:18]([O:17][C:13]([CH3:14])([CH3:15])[CH3:16])=[O:19])[CH2:25][CH2:24]2)[n:3][c:4]2[cH:5][cH:6][cH:7][cH:8][c:9]2[c:10]([Cl:12])[cH:11]1. The reactants are COC(=O)CBr, CCCCCC(=O)Cl, CCCCC(CC(=O)O)(C(=O)O)C(C)(C)C, C1CCOC1, C1CCOC1, CCc1ccccc1, CC(C)[N-]C(C)C, CCCCCC, CI, [Li+]. Yields the product CCCCC(C(=O)O)(C(C)C(=O)O)C(C)(C)C. RXN SMILES: [Br:25][CH2:26][C:27]([O:28][CH3:29])=[O:30].[C:17]([Cl:18])(=[O:19])[CH2:20][CH2:21][CH2:22][CH2:23][CH3:24].[C:1]([CH3:2])([CH3:3])([CH3:4])[C:5]([C:6](=[O:7])[OH:8])([CH2:9][C:10](=[O:11])[OH:12])[CH2:13][CH2:14][CH2:15][CH3:16].[CH2:41]1[O:42][CH2:43][CH2:44][CH2:45]1.[CH2:46]1[O:47][CH2:48][CH2:49][CH2:50]1.[CH2:57]([c:58]1[cH:59][cH:60][cH:61][cH:62][cH:63]1)[CH3:64].[CH3:32][CH:33]([N-:34][CH:35]([CH3:36])[CH3:37])[CH3:38].[CH3:51][CH2:52][CH2:53][CH2:54][CH2:55][CH3:56].[I:39][CH3:40].[Li+:31]>>[C:1]([CH3:2])([CH3:3])([CH3:4])[C:5]([C:6](=[O:7])[OH:8])([CH:9]([C:10](=[O:11])[OH:12])[CH3:17])[CH2:13][CH2:14][CH2:15][CH3:16]. Reactants: Cl[O-].[Na+] (sodium hypochlorite), 13.5, ClC1=C(C(=CC(=C1Cl)C(F)(F)F)Cl)NNCCC#N (N-(2,3,6-trichloro-4-trifluoromethylphenyl)-N'-2-cyano-ethylhydrazine), solid, [OH-].[Na+] (sodium hydroxide). The solvent is C(C)O (ethanol). Run at temperature 20 celsius, time 16 hour. Product: ClC1=C(C(=CC(=C1Cl)C(F)(F)F)Cl)N1N=CC=C1N (1-(2,3,6-trichloro-4-trifluoromethylphenyl)-5-amino-pyrazole). Isolated yield 76.0%. RXN SMILES: Cl[O-].[Na+].[Cl:4][C:5]1[C:10]([Cl:11])=[C:9]([C:12]([F:15])([F:14])[F:13])[CH:8]=[C:7]([Cl:16])[C:6]=1[NH:17][NH:18][CH2:19][CH2:20][C:21]#[N:22].[OH-].[Na+]>C(O)C>[Cl:4][C:5]1[C:10]([Cl:11])=[C:9]([C:12]([F:14])([F:15])[F:13])[CH:8]=[C:7]([Cl:16])[C:6]=1[N:17]1[C:21]([NH2:22])=[CH:20][CH:19]=[N:18]1 |f:0.1,3.4|. Procedure details: 38 g of sodium hypochlorite solution (prepared by passing about 18 g of chlorine into 220 g of 20% strength sodium hydroxide solution) are added dropwise to 13.5 (0.04 mol) of N-(2,3,6-trichloro-4-trifluoromethylphenyl)-N'-2-cyano-ethylhydrazine in 80 ml of ethanol at 10° C. The mixture is stirred at 20° C. for 16 hours, 0.5 g of solid sodium hydroxide are added and the mixture is subsequently stirred for 6 hours. It is concentrated, the residue is taken up in methylene chloride, the mixture is ... The reactants are C(C)C1=C(C(=CC=C1)CC)NC(=O)C1=NN(C2=C1CCC=1C=NC(=NC21)NC2=C(C=C(C=C2)C=O)OC)C (N-(2,6-diethylphenyl)-8-[(4-formyl-2-methoxyphenyl)amino]-1-methyl-4,5-dihydro-1H-pyrazolo[4,3-h]quinazoline-3-carboxamide), CN1CCNCC1 (N-methyl-piperazine), [BH-](OC(=O)C)(OC(=O)C)OC(=O)C.[Na+] (NaBH(AcO)3), CC(=O)O (AcOH). Run in C(Cl)Cl (DCM). Conditions: time 3 hour. Product: C(C)C1=C(C(=CC=C1)CC)NC(=O)C1=NN(C2=C1CCC=1C=NC(=NC21)NC2=C(C=C(C=C2)CN2CCN(CC2)C)OC)C (N-(2,6-diethylphenyl)-8-({2-methoxy-4-[(4-methylpiperazin-1-yl)methyl]phenyl}amino)-1-methyl-4,5-dihydro-1H-pyrazolo[4,3-h]quinazoline-3-carboxamide). Yield: 75.0%. RXN SMILES: [CH2:1]([C:3]1[CH:8]=[CH:7][CH:6]=[C:5]([CH2:9][CH3:10])[C:4]=1[NH:11][C:12]([C:14]1[C:18]2[CH2:19][CH2:20][C:21]3[CH:22]=[N:23][C:24]([NH:27][C:28]4[CH:33]=[CH:32][C:31]([CH:34]=O)=[CH:30][C:29]=4[O:36][CH3:37])=[N:25][C:26]=3[C:17]=2[N:16]([CH3:38])[N:15]=1)=[O:13])[CH3:2].[CH3:39][N:40]1[CH2:45][CH2:44][NH:43][CH2:42][CH2:41]1.[BH-](OC(C)=O)(OC(C)=O)OC(C)=O.[Na+].CC(O)=O>C(Cl)Cl>[CH2:1]([C:3]1[CH:8]=[CH:7][CH:6]=[C:5]([CH2:9][CH3:10])[C:4]=1[NH:11][C:12]([C:14]1[C:18]2[CH2:19][CH2:20][C:21]3[CH:22]=[N:23][C:24]([NH:27][C:28]4[CH:33]=[CH:32][C:31]([CH2:34][N:43]5[CH2:44][CH2:45][N:40]([CH3:39])[CH2:41][CH2:42]5)=[CH:30][C:29]=4[O:36][CH3:37])=[N:25][C:26]=3[C:17]=2[N:16]([CH3:38])[N:15]=1)=[O:13])[CH3:2] |f:2.3|. Procedure details: To a solution of N-(2,6-diethylphenyl)-8-[(4-formyl-2-methoxyphenyl)amino]-1-methyl-4,5-dihydro-1H-pyrazolo[4,3-h]quinazoline-3-carboxamide (50 mg, 0.097 mmol) and N-methyl-piperazine (49 mg, 0.49 mmol) in 1 ml of dry DCM, NaBH(AcO)3 (123 mg, 0.58 mmol) and AcOH (25 μl) were added. The mixture was stirred at room temperature for 3 h, washed with aqueous NaHCO3, dried over Na2SO4 and evaporated to dryness. The crude was purified by flash column chromatography (DCM/MeOH 9:1) affording the title co... The reactants are BrC=1C=C2C=CNC2=C(C1)C(=O)OC (methyl 5-bromo-1H-indole-7-carboxylate), C(=O)C1N(CCOC1)C(=O)OCC1C2=CC=CC=C2C=2C=CC=CC12 (9H-fluoren-9-ylmethyl 3-formyl-4-morpholinecarboxylate), FC(S(=O)(=O)O[Si](C)(C)C)(F)F (trimethylsilyl trifluoromethanesulphonate), C(C)[SiH](CC)CC (triethylsilane). The solvent is ClCCl (DCM), ClCCl (dichloromethane), ClCCl (dichloromethane). Conditions: temperature 0 celsius, time 1 hour. Product: OCC1N(CCOC1)C(=O)OCC1C2=CC=CC=C2C=2C=CC=CC12 (9H-fluoren-9-ylmethyl 3-(hydroxymethyl)-4-morpholinecarboxylate). As a reaction SMILES: [CH:1]([CH:3]1[CH2:8][O:7][CH2:6][CH2:5][N:4]1[C:9]([O:11][CH2:12][CH:13]1[C:25]2[CH:24]=[CH:23][CH:22]=[CH:21][C:20]=2[C:19]2[C:14]1=[CH:15][CH:16]=[CH:17][CH:18]=2)=[O:10])=[O:2].FC(F)(F)S(O[Si](C)(C)C)(=O)=O.BrC1C=C2C(=C(C(OC)=O)C=1)NC=C2.C([SiH](CC)CC)C>ClCCl>[OH:2][CH2:1][CH:3]1[CH2:8][O:7][CH2:6][CH2:5][N:4]1[C:9]([O:11][CH2:12][CH:13]1[C:14]2[CH:15]=[CH:16][CH:17]=[CH:18][C:19]=2[C:20]2[C:25]1=[CH:24][CH:23]=[CH:22][CH:21]=2)=[O:10]. Reported procedure: To a solution of 9H-fluoren-9-ylmethyl 3-formyl-4-morpholinecarboxylate (610 mg, 1.808 mmol) in dichloromethane (DCM) (6 mL) cooled in an ice-water bath, was added trimethylsilyl trifluoromethanesulphonate (0.470 mL, 2.60 mmol). To the solution was added dropwise a solution of methyl 5-bromo-1H-indole-7-carboxylate (333 mg, 1.311 mmol) in DCM (18 mL). The resulting orange solution was stirred at 0° C. for 1 hour, under nitrogen. To the dark orange solution was added triethylsilane (1 mL, 6.26 mm... Reactants: C(C)(C)(C)OC(NC1=C(C=C(C(=C1)Cl)C(F)(F)F)N)=O ((2-amino-5-chloro-4-trifluoromethyl-phenyl)-carbamic acid tert-butyl ester), C(C)(C)(C)OC(CC(C1=CC(=CC=C1)C1=CC=NC=C1)=O)=O (3-oxo-3-(3-pyridin-4-yl-phenyl)-propionic acid tert-butyl ester). The product is C(C)(C)(C)OC(NC1=C(C=C(C(=C1)Cl)C(F)(F)F)NC(CC(C1=CC(=CC=C1)C1=CC=NC=C1)=O)=O)=O ({5-Chloro-2-[3-oxo-3-(3-pyridin-4-yl-phenyl)-propionylamino]-4-trifluoromethyl-phenyl}-carbamic acid tert-butyl ester), foam. The yield is 75.0%. Reaction SMILES: [C:1]([O:5][C:6](=[O:20])[NH:7][C:8]1[CH:13]=[C:12]([Cl:14])[C:11]([C:15]([F:18])([F:17])[F:16])=[CH:10][C:9]=1[NH2:19])([CH3:4])([CH3:3])[CH3:2].C([O:25][C:26](=O)[CH2:27][C:28](=[O:41])[C:29]1[CH:34]=[CH:33][CH:32]=[C:31]([C:35]2[CH:40]=[CH:39][N:38]=[CH:37][CH:36]=2)[CH:30]=1)(C)(C)C>>[C:1]([O:5][C:6](=[O:20])[NH:7][C:8]1[CH:13]=[C:12]([Cl:14])[C:11]([C:15]([F:17])([F:18])[F:16])=[CH:10][C:9]=1[NH:19][C:26](=[O:25])[CH2:27][C:28](=[O:41])[C:29]1[CH:34]=[CH:33][CH:32]=[C:31]([C:35]2[CH:36]=[CH:37][N:38]=[CH:39][CH:40]=2)[CH:30]=1)([CH3:4])([CH3:2])[CH3:3]. Reported procedure: The title compound was prepared from (2-amino-5-chloro-4-trifluoromethyl-phenyl)-carbamic acid tert-butyl ester (Example J19) (311 mg, 1.0 mmol) and 3-oxo-3-(3-pyridin-4-yl-phenyl)-propionic acid tert-butyl ester (Example K2) (297 mg, 1.0 mmol) according to the general procedure M. Obtained as a light yellow foam (400 mg, 75%). Reactants: B, COc1cc2nccc(Oc3ccc(NC(=O)COc4ccccc4C)cc3C)c2cc1OC, Cl, [Na+], C1CCOC1, C1CCOC1, [OH-]. Yields the product COc1cc2nccc(Oc3ccc(NCCOc4ccccc4C)cc3C)c2cc1OC. RXN SMILES: [BH3:40].[CH3:1][O:2][c:3]1[cH:4][c:5]2[c:6]([O:15][c:16]3[c:17]([CH3:34])[cH:18][c:19]([NH:22][C:23]([CH2:24][O:25][c:26]4[c:27]([CH3:32])[cH:28][cH:29][cH:30][cH:31]4)=[O:33])[cH:20][cH:21]3)[cH:7][cH:8][n:9][c:10]2[cH:11][c:12]1[O:13][CH3:14].[ClH:41].[Na+:43].[O:35]1[CH2:36][CH2:37][CH2:38][CH2:39]1.[O:44]1[CH2:45][CH2:46][CH2:47][CH2:48]1.[OH-:42]>>[CH3:1][O:2][c:3]1[cH:4][c:5]2[c:6]([O:15][c:16]3[c:17]([CH3:34])[cH:18][c:19]([NH:22][CH2:23][CH2:24][O:25][c:26]4[c:27]([CH3:32])[cH:28][cH:29][cH:30][cH:31]4)[cH:20][cH:21]3)[cH:7][cH:8][n:9][c:10]2[cH:11][c:12]1[O:13][CH3:14].